Dataset: the Open Reaction Database (ORD), a public repository of structured organic reaction records. Task: describe an organic reaction: reactants, conditions, products, and yield Reactants: C[Si](C)(C)CCOCCl, [H-], [Na+], CN(C)C=O, c1nnn[nH]1. Product: C[Si](C)(C)CCOCc1nnn[nH]1. Reaction SMILES: [CH3:8][Si:9]([CH3:10])([CH3:11])[CH2:12][CH2:13][O:14][CH2:15][Cl:16].[H-:2].[Na+:1].[O:17]=[CH:18][N:19]([CH3:20])[CH3:21].[nH:3]1[n:4][n:5][n:6][cH:7]1>>[n:3]1[n:4][n:5][nH:6][c:7]1[CH2:15][O:14][CH2:13][CH2:12][Si:9]([CH3:8])([CH3:10])[CH3:11]. Starting materials: NCC(O)C1=CC=C(C=C1)Cl (2-amino-1-(4-chlorophenyl)ethanol), C(#N)[BH3-].[Na+] (sodium cyanoborohydride), O=C(COC1=CC=C(C=C1)CC(=O)OC)C (methyl 4-(2-oxopropoxy)phenylacetate), C1=CC=CC=C1 (benzene). Run in CO (methanol). Product: COC(=O)CC1=CC=C(OCC(C)NCC(O)C2=CC=C(C=C2)Cl)C=C1 (2-[2-(4-Methoxycarbonylmethylphenoxy)-1-methylethyl]amino-1-(4-chlorophenyl)ethanol). Isolated yield 35.0%. RXN SMILES: [NH2:1][CH2:2][CH:3]([C:5]1[CH:10]=[CH:9][C:8]([Cl:11])=[CH:7][CH:6]=1)[OH:4].O=[C:13]([CH3:27])[CH2:14][O:15][C:16]1[CH:21]=[CH:20][C:19]([CH2:22][C:23]([O:25][CH3:26])=[O:24])=[CH:18][CH:17]=1.C1C=CC=CC=1.C([BH3-])#N.[Na+]>CO>[CH3:26][O:25][C:23]([CH2:22][C:19]1[CH:18]=[CH:17][C:16]([O:15][CH2:14][CH:13]([NH:1][CH2:2][CH:3]([C:5]2[CH:10]=[CH:9][C:8]([Cl:11])=[CH:7][CH:6]=2)[OH:4])[CH3:27])=[CH:21][CH:20]=1)=[O:24] |f:3.4|. Procedure details: Following a procedure similar to that described in Example 12, but using 2 g of 2-amino-1-(4-chlorophenyl)ethanol (prepared as described in Preparation 12), 3.11 g of methyl 4-(2-oxopropoxy)phenylacetate (prepared as described in Preparation 3), 60 ml of benzene, 50 ml of absolute methanol and 2.7 g of sodium cyanoborohydride, 1.54 g of the title compound were obtained as crystals, melting at 78°-79° C. The reactants are NC1=C(SC2=NC=CC(=C21)OS(=O)(=O)C(F)(F)F)C(N)=O (trifluoromethanesulfonic acid 3-amino-2-carbamoyl-thieno[2,3-b]pyridin-4-yl ester), [N+](=O)([O-])C1=CC=C(N)C=C1 (4-nitroaniline). Solvent: O1CCOCC1 (dioxane). Product: NC1=C(SC2=NC=CC(=C21)NC2=CC=C(C=C2)[N+](=O)[O-])C(=O)N (3-amino-4-(4-nitro-phenylamino)-thieno[2,3-b]pyridine-2-carboxylic acid amide). Yield: 11.4%. RXN SMILES: [NH2:1][C:2]1[C:10]2[C:5](=[N:6][CH:7]=[CH:8][C:9]=2OS(C(F)(F)F)(=O)=O)[S:4][C:3]=1[C:19](=[O:21])[NH2:20].[N+:22]([C:25]1[CH:31]=[CH:30][C:28]([NH2:29])=[CH:27][CH:26]=1)([O-:24])=[O:23]>O1CCOCC1>[NH2:1][C:2]1[C:10]2[C:5](=[N:6][CH:7]=[CH:8][C:9]=2[NH:29][C:28]2[CH:30]=[CH:31][C:25]([N+:22]([O-:24])=[O:23])=[CH:26][CH:27]=2)[S:4][C:3]=1[C:19]([NH2:20])=[O:21]. Procedure details: A solution of 20 mg trifluoromethanesulfonic acid 3-amino-2-carbamoyl-thieno[2,3-b]pyridin-4-yl ester (see Example 19) and 40.5 mg 4-nitroaniline in 1 mL of dry dioxane was heated at 95° C. overnight under N2. The reaction was concentrated and applied to a 2 mm silica gel prep plate that was developed twice in 7.5% MeOH—CH2Cl2. The band was eluted with 20% MeOH—CH2Cl2, concentrated in vacuo, re-dissolved in 5% MeOH—CH2Cl2, filtered, concentrated, and dried in vacuo at 60° overnight to get 2.2 mg...